From a dataset of the Open Reaction Database (ORD), a public repository of structured organic reaction records. describe an organic reaction: reactants, conditions, products, and yield The reactants are O=C([O-])[O-], COC(=O)CN(Cc1ccnc(-c2cc(OC)c(OC)c(OC)c2)c1)S(=O)(=O)c1ccccc1[N+](=O)[O-], CCOC(C)=O, CC#N, [K+], [K+], Sc1ccccc1. The product is COC(=O)CNCc1ccnc(-c2cc(OC)c(OC)c(OC)c2)c1. Reaction SMILES: [C:38](=[O:39])([O-:40])[O-:41].[CH3:1][O:2][C:3]([CH2:4][N:5]([CH2:6][c:7]1[cH:8][c:9](-[c:13]2[cH:14][c:15]([O:23][CH3:24])[c:16]([O:21][CH3:22])[c:17]([O:19][CH3:20])[cH:18]2)[n:10][cH:11][cH:12]1)[S:25]([c:26]1[cH:27][cH:28][cH:29][cH:30][c:31]1[N+:32]([O-:33])=[O:34])(=[O:35])=[O:36])=[O:37].[CH3:51][CH2:52][O:53][C:54](=[O:55])[CH3:56].[CH3:57][C:58]#[N:59].[K+:42].[K+:43].[SH:44][c:45]1[cH:46][cH:47][cH:48][cH:49][cH:50]1>>[CH3:1][O:2][C:3]([CH2:4][NH:5][CH2:6][c:7]1[cH:8][c:9](-[c:13]2[cH:14][c:15]([O:23][CH3:24])[c:16]([O:21][CH3:22])[c:17]([O:19][CH3:20])[cH:18]2)[n:10][cH:11][cH:12]1)=[O:37].